describe an organic reaction: reactants, conditions, products, and yield From a dataset of the Open Reaction Database (ORD), a public repository of structured organic reaction records. Starting materials: C(CCl)Cl (EDC), ClC=1C=CC(=C(CNC([C@H]2NCCC2)=O)C1)C(C(F)(F)F)NC1=CC=C(C=C1)OC (N-(5-chloro -2-{1-[(4-methoxyphenyl)amino]-2,2,2-trifluoroethyl}benzyl)-L-prolinamide), C([C@H](O)C1CCCCC1)(=O)O ((R)-(−)-hexahydromandelic acid), C1=CC2=C(N=C1)N(N=N2)O (HOAT). The solvent is CN(C)C=O (DMF). Run at time 16 hour. The product is C1(CCCCC1)[C@H](C(=O)N1[C@H](C(=O)N)CCC1)O (1-[(2R)-2-cyclohexyl-2-hydroxyethanoyl]-L-prolinamide). Isolated yield 116.4%. As a reaction SMILES: C(Cl)CCl.ClC1C=CC(C(NC2C=CC(OC)=CC=2)C(F)(F)F)=C(C=1)C[NH:12][C:13](=[O:19])[C@@H:14]1[CH2:18][CH2:17][CH2:16][NH:15]1.[C:35]([OH:45])(=O)[C@@H:36]([CH:38]1[CH2:43][CH2:42][CH2:41][CH2:40][CH2:39]1)[OH:37].C1C=NC2N(O)N=NC=2C=1>CN(C=O)C>[CH:38]1([C@@H:36]([OH:37])[C:35]([N:15]2[CH2:16][CH2:17][CH2:18][C@H:14]2[C:13]([NH2:12])=[O:19])=[O:45])[CH2:39][CH2:40][CH2:41][CH2:42][CH2:43]1. Reported procedure: EDC (44.0 mg, 0.23 mmol) was added to a stirred mixture of N-(5-chloro -2-{1-[(4-methoxyphenyl)amino]-2,2,2-trifluoroethyl}benzyl)-L-prolinamide (68 mg, 0.15 mmol), (R)-(−)-hexahydromandelic acid (24.2 mg, 0.15 mmol) and HOAT (10.4 mg, 0.076 mmol), in DMF (2 mL). After 16 h, the mixture was concentrated and the residue was partitioned between EtOAc and 10% NaHCO3 solution. The organic layer was washed with water and brine, dried (Na2SO4) and evaporated. The residue was purified by chromatography...